Dataset: the Open Reaction Database (ORD), a public repository of structured organic reaction records. Task: describe an organic reaction: reactants, conditions, products, and yield Starting materials: CC(C)=CCCC(C)CC(NC(=O)OC(C)(C)C)C1C=CC(=O)O1, C1CCOC1, [H][H]. Yields the product CC(C)=CCCC(C)CC(NC(=O)OC(C)(C)C)C1CCC(=O)O1. Reaction SMILES: [C:1]([CH3:2])([CH3:3])([CH3:4])[O:5][C:6]([NH:7][CH:8]([CH2:9][CH:10]([CH2:11][CH2:12][CH:13]=[C:14]([CH3:15])[CH3:16])[CH3:17])[CH:18]1[O:19][C:20](=[O:23])[CH:21]=[CH:22]1)=[O:24].[CH2:27]1[O:28][CH2:29][CH2:30][CH2:31]1.[H:25][H:26]>>[C:1]([CH3:2])([CH3:3])([CH3:4])[O:5][C:6]([NH:7][CH:8]([CH2:9][CH:10]([CH2:11][CH2:12][CH:13]=[C:14]([CH3:15])[CH3:16])[CH3:17])[CH:18]1[O:19][C:20](=[O:23])[CH2:21][CH2:22]1)=[O:24]. Reactants: C1CCOC1, CSc1ncc(C#N)c(Cl)n1, NC1CCC(O)C1. Product: CSc1ncc(C#N)c(NC2CCC(O)C2)n1. As a reaction SMILES: [CH2:19]1[O:20][CH2:21][CH2:22][CH2:23]1.[Cl:8][c:9]1[n:10][c:11]([S:17][CH3:18])[n:12][cH:13][c:14]1[C:15]#[N:16].[NH2:1][CH:2]1[CH2:3][CH:4]([OH:7])[CH2:5][CH2:6]1>>[NH:1]([CH:2]1[CH2:3][CH:4]([OH:7])[CH2:5][CH2:6]1)[c:9]1[n:10][c:11]([S:17][CH3:18])[n:12][cH:13][c:14]1[C:15]#[N:16]. The reactants are P(=O)(Br)(Br)Br (phosphorus oxybromide), O (water), COC1=C(C=C(C[C@@H](CO)C(C)C)C=C1)OCCCOC ((R)-2-[4-methoxy-3-(3-methoxy-propoxy)-benzyl]-3-methyl butanol), CN(C=O)C (N,N-dimethyl formamide). The solvent is CC1=CC=CC=C1 (methyl benzene), C(C)(=O)OCC.CCCCCC (ethyl acetate normal hexane). Run at time 20 minute. Yields the product COC1=C(C=C(C[C@@H](CBr)C(C)C)C=C1)OCCCOC ((R)-2-[4-methoxy-3-(3-methoxy-propoxy)-benzyl]-3-methyl-butyl bromide). Yield: 75.1%. Reaction SMILES: [CH3:1][O:2][C:3]1[CH:15]=[CH:14][C:6]([CH2:7][C@H:8]([CH:11]([CH3:13])[CH3:12])[CH2:9]O)=[CH:5][C:4]=1[O:16][CH2:17][CH2:18][CH2:19][O:20][CH3:21].CN(C)C=O.P(Br)(Br)([Br:29])=O.O>CC1C=CC=CC=1.C(OCC)(=O)C.CCCCCC>[CH3:1][O:2][C:3]1[CH:15]=[CH:14][C:6]([CH2:7][C@H:8]([CH:11]([CH3:13])[CH3:12])[CH2:9][Br:29])=[CH:5][C:4]=1[O:16][CH2:17][CH2:18][CH2:19][O:20][CH3:21] |f:5.6|. Procedure: Dissolve (R)-2-[4-methoxy-3-(3-methoxy-propoxy)-benzyl]-3-methyl butanol (14.82 g, 50 mmol) and N,N-dimethyl formamide (0.4 g, 5.5 mmol) in methyl benzene (234 ml), add phosphorus oxybromide (15.05 g, 52.5 mmol) in droplets slowly, and control the temperature below 60° C. in that process; then, let them to react at 80° C. for 2 hours; cool down to room temperature, add water (234 ml), stir for 20 minutes, and separate the layers; extract the aqueous layer with petroleum ether for three cycles, c...